Dataset: the Open Reaction Database (ORD), a public repository of structured organic reaction records. Task: describe an organic reaction: reactants, conditions, products, and yield Reactants: C(C)(SCCN1C(NC(C1=O)(C)C)=O)=O (S-(2-(4,4-dimethyl-2,5-dioxoimidazolidin-1-yl)ethyl) ethanethioate), 2010/054009 A1, O (water), [OH-].[Na+] (NaOH). Solvent: CO (methanol). Reaction conditions: time 18 hour. Yields the product SCCN1C(NC(C1=O)(C)C)=O (3-(2-mercaptoethyl)-5,5-dimethylimidazolidine-2,4-dione). Yield: 94.9%. RXN SMILES: C(=O)([S:3][CH2:4][CH2:5][N:6]1[C:10](=[O:11])[C:9]([CH3:13])([CH3:12])[NH:8][C:7]1=[O:14])C.O.[OH-].[Na+]>CO>[SH:3][CH2:4][CH2:5][N:6]1[C:10](=[O:11])[C:9]([CH3:12])([CH3:13])[NH:8][C:7]1=[O:14] |f:2.3|. Procedure details: To a cold (0° C.) solution of S-(2-(4,4-dimethyl-2,5-dioxoimidazolidin-1-yl)ethyl) ethanethioate (17 g, 74 mmol) prepared as described in International Patent Publication Number WO 2010/054009 A1 (Jain et al., Apr. 11, 2009), in 150 mL of methanol and 100 mL of water was added 22.5 mL of 5 N NaOH. The external ice bath was removed and the mixture was allowed to warm to room temperature, and stirred for 18 hours. Concentrated hydrochloric acid (8 mL) and 10 mL of water were added and the resultan... The reactants are CN(C)C=O, NC(=O)c1ccc2c(c1)C(=C(Cl)Cl)OC(=C(Cl)Cl)O2, O=S(Cl)Cl. The product is N#Cc1ccc2c(c1)C(=C(Cl)Cl)OC(=C(Cl)Cl)O2. Reaction SMILES: [CH3:24][N:25]([CH3:26])[CH:27]=[O:28].[Cl:1][C:2](=[C:3]1[O:4][c:5]2[c:6]([cH:12][c:13]([C:16](=[O:17])[NH2:18])[cH:14][cH:15]2)[C:7](=[C:9]([Cl:10])[Cl:11])[O:8]1)[Cl:19].[S:20]([Cl:21])([Cl:22])=[O:23]>>[Cl:1][C:2](=[C:3]1[O:4][c:5]2[c:6]([cH:12][c:13]([C:16]#[N:18])[cH:14][cH:15]2)[C:7](=[C:9]([Cl:10])[Cl:11])[O:8]1)[Cl:19]. Reported procedure: To the product of Example 20 (40 mg, 0.102 mmol), was added HBr in acetic acid (1.5 mL, 0.102 mmol) and the reaction was stirred at room temperature for 2 hours before being concentrated in vacuo and azeotroped with heptanes (×2) and MeOH/heptanes (×1). The residue was taken up in methanol and passed through a Varian StratoSpheres™ SPE PL-HCO3 MP SPE resin. The solution was concentrated in vacuo and taken back up in MeOH (0.10 mL) and an additional amount of benzyl bromide (12.2 mg, 0.0714 mmol)... Conditions: time 2 hour. The product is C(C1=CC=CC=C1)N1C2C(C(CC1)C)N(CC2)C=2C1=C(N=CN2)NC=C1 (4-(4-benzyl-7-methyloctahydro-1H-pyrrolo[3,2-b]pyridin-1-yl)-7H-pyrrolo[2,3-d]pyrimidine). RXN SMILES: [CH3:1][CH:2]1[CH2:7][CH2:6][N:5]([C:8](OCC2C=CC=CC=2)=O)[CH:4]2[CH2:18][CH2:19][N:20]([C:21]3[C:22]4[CH:29]=[CH:28][NH:27][C:23]=4[N:24]=[CH:25][N:26]=3)[CH:3]12.Br.C(O)(=O)C.C(Br)[C:36]1[CH:41]=[CH:40][CH:39]=[CH:38][CH:37]=1>>[CH2:8]([N:5]1[CH2:6][CH2:7][CH:2]([CH3:1])[CH:3]2[N:20]([C:21]3[C:22]4[CH:29]=[CH:28][NH:27][C:23]=4[N:24]=[CH:25][N:26]=3)[CH2:19][CH2:18][CH:4]12)[C:36]1[CH:41]=[CH:40][CH:39]=[CH:38][CH:37]=1. Reactants: CC1C2C(N(CC1)C(=O)OCC1=CC=CC=C1)CCN2C=2C1=C(N=CN2)NC=C1 (benzyl 7-methyl-1-(7H-pyrrolo[2,3-d]pyrimidin-4-yl)octahydro-4H-pyrrolo[3,2-b]pyridine-4-carboxylate), Br (HBr), C(C)(=O)O (acetic acid), C(C1=CC=CC=C1)Br (benzyl bromide). Reactants: TEA, FC=1C=C(C[C@@H]([C@@H](CNC2(CC2)C2=CC(=CC=C2)CC)O)NC(CCCC(=O)O)=O)C=C(C1)F (5-[((1S,2R)-1-(3,5-difluorobenzyl)-3-{[1-(3-ethylphenyl)cyclopropyl]amino}-2-hydroxypropyl)amino]-5-oxopentanoic acid), C(CCl)Cl (EDC), C=1C=CC2=C(C1)N=NN2O (HOBT). The solvent is CN(C)C=O (DMF). Reaction conditions: temperature 45 celsius, time 8 hour. Yields the product N12C[C@H](C(CC1)CC2)NC(CCCC(=O)N[C@H]([C@@H](CNC2(CC2)C2=CC(=CC=C2)CC)O)CC2=CC(=CC(=C2)F)F)=O.C(=O)O (formic acid compound with N1-[(3S)-1-azabicyclo[2.2.2]oct-3-yl]-N5-((1S,2R)-1-(3,5-difluorobenzyl)-3-{[1-(3-ethylphenyl)cyclopropyl]amino}-2-hydroxypropyl)pentanediamide). The yield is 92.2%. RXN SMILES: [F:1][C:2]1[CH:3]=[C:4]([CH:31]=[C:32]([F:34])[CH:33]=1)[CH2:5][C@H:6]([NH:22][C:23](=[O:30])[CH2:24][CH2:25][CH2:26][C:27]([OH:29])=[O:28])[C@H:7]([OH:21])[CH2:8][NH:9][C:10]1([C:13]2[CH:18]=[CH:17][CH:16]=[C:15]([CH2:19][CH3:20])[CH:14]=2)[CH2:12][CH2:11]1.[CH2:35](Cl)[CH2:36]Cl.[CH:39]1[CH:40]=C[C:42]2[N:47](O)N=[N:45][C:43]=2[CH:44]=1>CN(C=O)C>[N:47]12[CH2:36][CH2:35][CH:44]([CH2:39][CH2:40]1)[C@H:43]([NH:45][C:27](=[O:29])[CH2:26][CH2:25][CH2:24][C:23]([NH:22][C@@H:6]([CH2:5][C:4]1[CH:31]=[C:32]([F:34])[CH:33]=[C:2]([F:1])[CH:3]=1)[C@H:7]([OH:21])[CH2:8][NH:9][C:10]1([C:13]3[CH:18]=[CH:17][CH:16]=[C:15]([CH2:19][CH3:20])[CH:14]=3)[CH2:11][CH2:12]1)=[O:30])[CH2:42]2.[CH:27]([OH:29])=[O:28] |f:4.5|. Procedure details: To a solution of R-aminoqtuinuclidine (0.084 g, 0.421 mmol) TEA (0.294 ml, 2.11 mmol), and anhydrous DMF (2.5 ml) was added 5-[((1S,2R)-1-(3,5-difluorobenzyl)-3-{[1-(3-ethylphenyl)cyclopropyl]amino}-2-hydroxypropyl)amino]-5-oxopentanoic acid (0.200 g, 0.421 mmol), EDC (0.121 g, 0.632 mmol), HOBT (0.085 g, 0.632 mmol) under nitrogen, with stirring at 45° C. overnight. Reaction mixture was quenched with 10% sodium bicarbonate (aq.) then extracted with ethyl acetate then concentrated in vacuo, yiel... As a reaction SMILES: [F:1][C:2]([F:13])([F:12])[C:3]1[CH:8]=[CH:7][C:6](B(O)O)=[CH:5][N:4]=1.Cl[C:15]1[N:20]=[N:19][C:18]([N:21]2[CH2:26][CH2:25][CH:24]([N:27]3[C:35]4[C:30](=[CH:31][CH:32]=[C:33]([F:36])[CH:34]=4)[CH2:29][CH2:28]3)[CH2:23][CH2:22]2)=[CH:17][CH:16]=1>>[F:36][C:33]1[CH:34]=[C:35]2[C:30]([CH2:29][CH2:28][N:27]2[CH:24]2[CH2:25][CH2:26][N:21]([C:18]3[N:19]=[N:20][C:15]([C:6]4[CH:5]=[N:4][C:3]([C:2]([F:13])([F:12])[F:1])=[CH:8][CH:7]=4)=[CH:16][CH:17]=3)[CH2:22][CH2:23]2)=[CH:31][CH:32]=1. Reactants: FC(C1=NC=C(C=C1)B(O)O)(F)F (2-trifluoromethylpyridine-5-boronic acid), ClC1=CC=C(N=N1)N1CCC(CC1)N1CCC2=CC=C(C=C12)F (1-(1-(6-chloropyridazin-3-yl)piperidin-4-yl)-6-fluoroindoline). Reported procedure: The title compound was prepared following the procedure as described in Example 1, Method A, STEP 4, reacting 2-trifluoromethylpyridine-5-boronic acid and 1-(1-(6-chloropyridazin-3-yl)piperidin-4-yl)-6-fluoroindoline. Product: FC1=CC=C2CCN(C2=C1)C1CCN(CC1)C=1N=NC(=CC1)C=1C=NC(=CC1)C(F)(F)F (6-fluoro-1-(1-(6-(6-(trifluoromethyl)pyridin-3-yl)pyridazin-3-yl)piperidin-4-yl)indoline). The reactants are [H-].[Na+] (NaH), C(C1=CC=CC=C1)Br (benzyl bromide), [Si](C)(C)(C(C)(C)C)OC[C@@H]1[C@H]([C@@H]([C@H]([C@](O1)(OC)C1=CC(=C(C=C1)Cl)CC1=CC=C(C=C1)OCC(F)F)O)O)O ((2S,3R,4S,5S,6R)-6-[(tert-butyl(dimethyl)silyl)oxymethyl]-2-[4-chloro-3-[[4-(2,2-difluoroethoxy)phenyl]methyl]phenyl]-2-methoxy-tetrahydropyran-3,4,5-triol). Solvent: C1CCOC1 (THF), CN(C=O)C (N,N-dimethyl formamide), C1CCOC1 (THF). Run at temperature 0 celsius, time 30 minute. Product: C(C1=CC=CC=C1)O[C@@H]1[C@H](O[C@@]([C@@H]([C@H]1OCC1=CC=CC=C1)OCC1=CC=CC=C1)(OC)C1=CC(=C(C=C1)Cl)CC1=CC=C(C=C1)OCC(F)F)CO[Si](C)(C)C(C)(C)C ([[(2R,3R,4S,5R,6S)-3,4,5-tribenzyloxy-6-[4-chloro-3-[[4-(2,2-difluoroethoxy)phenyl]methyl]phenyl]-6-methoxy-tetrahydropyran-2-yl]methoxy]tert-butyl-dimethyl-silane). The yield is 200.1%. As a reaction SMILES: [H-].[Na+].[Si:3]([O:10][CH2:11][C@H:12]1[O:17][C@:16]([C:20]2[CH:25]=[CH:24][C:23]([Cl:26])=[C:22]([CH2:27][C:28]3[CH:33]=[CH:32][C:31]([O:34][CH2:35][CH:36]([F:38])[F:37])=[CH:30][CH:29]=3)[CH:21]=2)([O:18][CH3:19])[C@H:15]([OH:39])[C@@H:14]([OH:40])[C@@H:13]1[OH:41])([C:6]([CH3:9])([CH3:8])[CH3:7])([CH3:5])[CH3:4].[CH2:42](Br)[C:43]1[CH:48]=[CH:47][CH:46]=[CH:45][CH:44]=1>C1COCC1.CN(C)C=O>[CH2:42]([O:41][C@H:13]1[C@H:14]([O:40][CH2:27][C:28]2[CH:33]=[CH:32][CH:31]=[CH:30][CH:29]=2)[C@@H:15]([O:39][CH2:16][C:20]2[CH:25]=[CH:24][CH:23]=[CH:22][CH:21]=2)[C@@:16]([C:20]2[CH:25]=[CH:24][C:23]([Cl:26])=[C:22]([CH2:27][C:28]3[CH:29]=[CH:30][C:31]([O:34][CH2:35][CH:36]([F:38])[F:37])=[CH:32][CH:33]=3)[CH:21]=2)([O:18][CH3:19])[O:17][C@@H:12]1[CH2:11][O:10][Si:3]([C:6]([CH3:8])([CH3:9])[CH3:7])([CH3:5])[CH3:4])[C:43]1[CH:48]=[CH:47][CH:46]=[CH:45][CH:44]=1 |f:0.1|. Procedure: 60% NaH (1.9 g, 47.21 mmol) and 15 mL THF were added into a 100 mL reaction flask and cooled to 0° C., followed by dropwise addition of (2S,3R,4S,5S,6R)-6-[(tert-butyl(dimethyl)silyl)oxymethyl]-2-[4-chloro-3-[[4-(2,2-difluoroethoxy)phenyl]methyl]phenyl]-2-methoxy-tetrahydropyran-3,4,5-triol 12f (4.96 g, 8.43 mmol) in THF (18 mL) within 10 minutes at 0° C. The reaction mixture was stirred for 30 minutes. Then a solution of benzyl bromide (7.21 g, 42.15 mmol) in N,N-dimethyl formamide (10 mL) was ... The reactants are ClC1=C(C=CC=C1)C1CCC(N(C2=C1C=CC=C2)CC(C)C)=O (5-(2-chlorophenyl)-1-isobutyl-2,3,4,5-tetrahydro-1H-[1]-benzazepin-2-one), ClN1C(CCC1=O)=O (N-chlorosuccinimide), C(C)OC(C)=O (acetic acid ethyl ester). Run in CN(C=O)C (dimethylformamide). Product: ClC=1C=CC2=C(C(CCC(N2CC(C)C)=O)C2=C(C=CC=C2)Cl)C1 (7-Chloro-5-(2-chlorophenyl)-1-isobutyl-2,3,4,5-tetrahydro-1H-[1]-benzazepin-2-one). Yield: 80.1%. Reaction SMILES: [Cl:1][C:2]1[CH:7]=[CH:6][CH:5]=[CH:4][C:3]=1[CH:8]1[C:14]2[CH:15]=[CH:16][CH:17]=[CH:18][C:13]=2[N:12]([CH2:19][CH:20]([CH3:22])[CH3:21])[C:11](=[O:23])[CH2:10][CH2:9]1.[Cl:24]N1C(=O)CCC1=O.C(OC(=O)C)C>CN(C)C=O>[Cl:24][C:16]1[CH:17]=[CH:18][C:13]2[N:12]([CH2:19][CH:20]([CH3:21])[CH3:22])[C:11](=[O:23])[CH2:10][CH2:9][CH:8]([C:3]3[CH:4]=[CH:5][CH:6]=[CH:7][C:2]=3[Cl:1])[C:14]=2[CH:15]=1. Procedure: A solution of 5-(2-chlorophenyl)-1-isobutyl-2,3,4,5-tetrahydro-1H-[1]-benzazepin-2-one (2.7 g) and N-chlorosuccinimide (1.65 g) in dimethylformamide (10 ml) was stirred for 7 hours at 70° C. To the reaction mixture was added acetic acid ethyl ester (100 ml), which was washed with dilute hydrochloric acid and a saturated aqueous solution of sodium hydrogencarbonate, followed by drying over anhydrous sodium sulfate. The solvent was removed, and the residue was recrystallized from hexane/acetic aci... The reactants are [Cl-].[Cl-].C[Zr](C1C(=CC2=CC=CC=C12)C)(C1C(=CC2=CC=CC=C12)C)(=[SiH2])C (dimethylsilylenebis(2-methylindenyl)zirconium dichloride), [H][H] (hydrogen). The reagents and catalysts are [Pt]=O (platinum oxide). Solvent: ClCCl (dichloromethane). Yields the product [Cl-].[Cl-].C[Zr](C1C(=CC=2CCCCC12)C)(C1C(=CC=2CCCCC12)C)(=[SiH2])C (dimethylsilylenebis(2-methyl-4,5,6,7-tetrahydroindenyl)zirconium dichloride). Reaction SMILES: [Cl-:1].[Cl-].[CH3:3][Zr:4]([CH3:26])(=[SiH2:25])([CH:15]1[C:23]2[C:18](=[CH:19][CH:20]=[CH:21][CH:22]=2)[CH:17]=[C:16]1[CH3:24])[CH:5]1[C:13]2[C:8](=[CH:9][CH:10]=[CH:11][CH:12]=2)[CH:7]=[C:6]1[CH3:14].[H][H]>ClCCl.[Pt]=O>[Cl-:1].[Cl-:1].[CH3:26][Zr:4]([CH3:3])(=[SiH2:25])([CH:15]1[C:23]2[CH2:22][CH2:21][CH2:20][CH2:19][C:18]=2[CH:17]=[C:16]1[CH3:24])[CH:5]1[C:13]2[CH2:12][CH2:11][CH2:10][CH2:9][C:8]=2[CH:7]=[C:6]1[CH3:14] |f:0.1.2,6.7.8|. Procedure: Dimethylsilylenebis(2-methyl-4,5,6,7-tetrahydroindenyl)zirconium dichloride was prepared by first synthesizing dimethylsilylenebis(2-methylindenyl)zirconium dichloride as in Example-A13, and the latter in an amount of 1.0 g was dissolved in 150 ml of dichloromethane and was introduced in an autoclave of 500 ml capacity in which it was reacted in the presence of 0.1 g of platinum oxide added with hydrogen under a pressure of 50 kg/cm2G at room temperature for 5 hours. The platinum oxide catalyst ... Starting materials: CC1=CC2=C(C(NCCNC2)C2=CC=CC=C2)C=C1C (1,2,3,4,5,6-hexahydro-8,9-dimethyl1-phenyl-2,5-benzodiazocine), CC(=O)C (acetone), Cl(=O)(=O)[O-].[K+] (potassium chlorate). Solvent: O (water). The product is CC=1C=C2C(N3C(C2=CC1C)=NCC3)O (2,3-dihydro-7,8-dimethyl-5H-imidazo[2,1-a]isoindol-5-ol). RXN SMILES: [CH3:1][C:2]1[C:19]([CH3:20])=[CH:18][C:5]2[CH:6](C3C=CC=CC=3)[NH:7][CH2:8][CH2:9][NH:10][CH2:11][C:4]=2[CH:3]=1.CC(C)=[O:23].Cl([O-])(=O)=O.[K+]>O>[CH3:1][C:2]1[CH:3]=[C:4]2[C:5](=[CH:18][C:19]=1[CH3:20])[C:6]1=[N:7][CH2:8][CH2:9][N:10]1[CH:11]2[OH:23] |f:2.3|. Procedure details: Four grams of 1,2,3,4,5,6-hexahydro-8,9-dimethyl1-phenyl-2,5-benzodiazocine is dissolved in 100 ml. of acetone. A solution of 2 g. of potassium chlorate in 100 ml. of water is added dropwise over a period of an hour. Thereafter, the mixture is filtered and evaporated to dryness to afford 2,3-dihydro-7,8-dimethyl-5H-imidazo[2,1-a]isoindol-5-ol which is recrystallized from methanol.